Dataset: the Open Reaction Database (ORD), a public repository of structured organic reaction records. Task: describe an organic reaction: reactants, conditions, products, and yield Starting materials: FC1=C(OC=2C=NN(C(C2)=O)C(C(=O)O)CC(CC)CC)C(=CC=C1)F (2-[4-(2,6-difluoro-phenoxy)-6-oxo-6H-pyridazin-1-yl]-4-ethyl-hexanoic acid), CC1(OC[C@H](O1)CN1N=C(C=C1)N)C (1-((R)-2,2-dimethyl-[1,3]dioxolan-4-ylmethyl)-1H-pyrazol-3-ylamine), FC1=C(OC=2C=NN(C(C2)=O)C(C(=O)O)CC(CC)CC)C(=CC=C1)F (2-[4-(2,6-difluoro-phenoxy)-6-oxo-6H-pyridazin-1-yl]-4-ethyl-hexanoic acid), CC1(OC[C@H](O1)CN1N=C(C=C1)N)C (1-((R)-2,2-dimethyl-[1,3]dioxolan-4-ylmethyl)-1H-pyrazol-3-ylamine). Yields the product CC1(OC[C@H](O1)CN1N=C(C=C1)NC(C(CC(CC)CC)N1N=CC(=CC1=O)OC1=C(C=CC=C1F)F)=O)C (2-[4-(2,6-difluoro-phenoxy)-6-oxo-6H-pyridazin-1-yl]-4-ethyl-hexanoic acid [1-((R)-2,2-dimethyl-[1,3]dioxolan-4-ylmethyl)-1H-pyrazol-3-yl]-amide). Reaction SMILES: [F:1][C:2]1[CH:25]=[CH:24][CH:23]=[C:22]([F:26])[C:3]=1[O:4][C:5]1[CH:6]=[N:7][N:8]([CH:12]([CH2:16][CH:17]([CH2:20][CH3:21])[CH2:18][CH3:19])[C:13](O)=[O:14])[C:9](=[O:11])[CH:10]=1.[CH3:27][C:28]1([CH3:40])[O:32][C@H:31]([CH2:33][N:34]2[CH:38]=[CH:37][C:36]([NH2:39])=[N:35]2)[CH2:30][O:29]1>>[CH3:27][C:28]1([CH3:40])[O:32][C@H:31]([CH2:33][N:34]2[CH:38]=[CH:37][C:36]([NH:39][C:13](=[O:14])[CH:12]([N:8]3[C:9](=[O:11])[CH:10]=[C:5]([O:4][C:3]4[C:2]([F:1])=[CH:25][CH:24]=[CH:23][C:22]=4[F:26])[CH:6]=[N:7]3)[CH2:16][CH:17]([CH2:20][CH3:21])[CH2:18][CH3:19])=[N:35]2)[CH2:30][O:29]1. Procedure details: Using the method described in Example 49, 2-[4-(2,6-difluoro-phenoxy)-6-oxo-6H-pyridazin-1-yl]-4-ethyl-hexanoic acid (Intermediate 31) and 1-((R)-2,2-dimethyl-[1,3]dioxolan-4-ylmethyl)-1H-pyrazol-3-ylamine (Intermediate 4) afforded 2-[4-(2,6-difluoro-phenoxy)-6-oxo-6H-pyridazin-1-yl]-4-ethyl-hexanoic acid [1-((R)-2,2-dimethyl-[1,3]dioxolan-4-ylmethyl)-1H-pyrazol-3-yl]-amide as a viscous oil as a mixture of diastereomers. 1H NMR (300 MHz, CDCl3) δ ppm 0.79-0.93 (m, 6H), 1.12 (br s, 1H), 1.20-1.54... Starting materials: COC(=O)C1=CC=C(C=NO)C=C1 (4-methoxycarbonylbenzaldehyde oxime), Cl (hydrochloride), ice water, OOS(=O)[O-].[K+] (oxone). Run in CN(C=O)C (N,N-dimethylformamide), O1CCOCC1 (1,4-dioxane). Run at time 16 hour. Yields the product [Cl-].COC(=O)C1=CC=C(C=NO)C=C1 (4-Methoxycarbonylbenzaldehyde oxime chloride). RXN SMILES: [CH3:1][O:2][C:3]([C:5]1[CH:13]=[CH:12][C:8]([CH:9]=[N:10][OH:11])=[CH:7][CH:6]=1)=[O:4].[ClH:14].OOS([O-])=O.[K+]>CN(C)C=O.O1CCOCC1>[Cl-:14].[CH3:1][O:2][C:3]([C:5]1[CH:13]=[CH:12][C:8]([CH:9]=[N:10][OH:11])=[CH:7][CH:6]=1)=[O:4] |f:2.3,6.7|. Reported procedure: To a solution of 4-methoxycarbonylbenzaldehyde oxime (896 mg) in N,N-dimethylformamide (10 ml) was added 4N-hydrochloride acid in 1,4-dioxane (1.38 ml) and oxone® (1.69 g). The suspension was stirred at ambient temperature for 16 hours and poured into ice-water. The object compound was extracted with ethyl acetate and the organic layer was washed with brine, dried over magnesium sulfate. The solvents were removed under reduced pressure to give 4-Methoxycarbonylbenzaldehyde oxime chloride (1.05 g... Starting materials: CC(=O)c1ccc(CCc2cnc3c(N)nc4cc(C)ccc4c3c2)cc1, OCC1CCCN1. Product: Cc1ccc2c(c1)nc(N)c1ncc(CCc3ccc(C(C)N4CCCC4CO)cc3)cc12. As a reaction SMILES: [NH2:1][c:2]1[n:3][c:4]2[c:5]([c:6]3[cH:7][c:8]([CH2:12][CH2:13][c:14]4[cH:15][cH:16][c:17]([C:20]([CH3:21])=[O:22])[cH:18][cH:19]4)[cH:9][n:10][c:11]13)[cH:23][cH:24][c:25]([CH3:27])[cH:26]2.[NH:28]1[CH:29]([CH2:33][OH:34])[CH2:30][CH2:31][CH2:32]1>>[NH2:1][c:2]1[n:3][c:4]2[c:5]([c:6]3[cH:7][c:8]([CH2:12][CH2:13][c:14]4[cH:15][cH:16][c:17]([CH:20]([CH3:21])[N:28]5[CH:29]([CH2:33][OH:34])[CH2:30][CH2:31][CH2:32]5)[cH:18][cH:19]4)[cH:9][n:10][c:11]13)[cH:23][cH:24][c:25]([CH3:27])[cH:26]2. Reactants: CC(=O)c1cc2ccccc2cn1, CC(=O)[O-], CO, NO, [Na+], O. The product is CC(=NO)c1cc2ccccc2cn1. RXN SMILES: [C:1]([CH3:2])(=[O:3])[c:4]1[n:5][cH:6][c:7]2[cH:8][cH:9][cH:10][cH:11][c:12]2[cH:13]1.[CH3:17][C:18](=[O:19])[O-:20].[CH3:21][OH:22].[NH2:14][OH:15].[Na+:16].[OH2:23]>>[C:1]([CH3:2])([c:4]1[n:5][cH:6][c:7]2[cH:8][cH:9][cH:10][cH:11][c:12]2[cH:13]1)=[N:14][OH:15].